From a dataset of the Open Reaction Database (ORD), a public repository of structured organic reaction records. describe an organic reaction: reactants, conditions, products, and yield Reactants: O(C1=CC=CC=C1)CCCC(=O)O (4-Phenoxybutyric acid), S(=O)(Cl)Cl (thionyl chloride), O1C(NCC1)=O (oxazolodinone), C(CCC)[Li] (n-butyllithium), C1CCOC1 (THF). Reaction conditions: time 2 hour. Yields the product O(C1=CC=CC=C1)CCCC(=O)N1C(OC[C@@H]1CC1=CC=CC=C1)=O (3-[4-Phenoxybutanoyl]-4(S)-benzyl-2-oxazolidinone). Reaction SMILES: [O:1]([CH2:8][CH2:9][CH2:10][C:11]([OH:13])=O)[C:2]1[CH:7]=[CH:6][CH:5]=[CH:4][CH:3]=1.S(Cl)(Cl)=O.[O:18]1[CH2:22][CH2:21][NH:20][C:19]1=[O:23].[CH2:24]([Li])[CH2:25][CH2:26][CH3:27].[CH2:29]1[CH2:33]OC[CH2:30]1>>[O:1]([CH2:8][CH2:9][CH2:10][C:11]([N:20]1[C@@H:21]([CH2:27][C:26]2[CH:33]=[CH:29][CH:30]=[CH:24][CH:25]=2)[CH2:22][O:18][C:19]1=[O:23])=[O:13])[C:2]1[CH:3]=[CH:4][CH:5]=[CH:6][CH:7]=1. Procedure details: 4-Phenoxybutyric acid (1.22 g, 6.8 mmol, 1.2 equiv) was heated to reflux with thionyl chloride (0.66 ml, 1.07 g, 9.0 mmol, 1.6 equiv) for 30 min. The excess thionyl chloride was then removed under vacuum, the residue dissolved in THF (10 ml), and added to a cold (-78° C.) solution of lithiated (S)-4-benzyl-2-oxazolidinone [prepared from the oxazolodinone (1 g, 5.6 mmol) and n-butyllithium (1.6M solution, 4.23 ml, 6.8 mmol, 1.2 equiv) in THF (25 ml)]. The reaction mixture was stored for 2 hr at -... Reactants: C(C)(C)C1=C(C=CC=C1)N=C=S (1-Isopropyl-2-isothiocyanatobenzene), NC=1C=C(C(=O)OC)C=CC1N (methyl 3,4-diaminobenzoate). Yields the product COC(=O)C1=CC2=C(NC(=N2)NC2=C(C=CC=C2)C(C)C)C=C1 (2-(2-Isopropylphenylamino)-1H-benzimidazole-5-carboxylic acid methyl ester). As a reaction SMILES: [CH:1]([C:4]1[CH:9]=[CH:8][CH:7]=[CH:6][C:5]=1[N:10]=[C:11]=S)([CH3:3])[CH3:2].[NH2:13][C:14]1[CH:15]=[C:16]([CH:21]=[CH:22][C:23]=1[NH2:24])[C:17]([O:19][CH3:20])=[O:18]>>[CH3:20][O:19][C:17]([C:16]1[CH:21]=[CH:22][C:23]2[NH:24][C:11]([NH:10][C:5]3[CH:6]=[CH:7][CH:8]=[CH:9][C:4]=3[CH:1]([CH3:3])[CH3:2])=[N:13][C:14]=2[CH:15]=1)=[O:18]. Procedure details: 1-Isopropyl-2-isothiocyanatobenzene (5 mmol) and methyl 3,4-diaminobenzoate (5 mmol) were reacted, following general procedure B, to yield 2-(2-Isopropylphenylamino)-1H-benzimidazole-5-carboxylic acid methyl ester, which was purified by silica gel chromatography using DCM/ethyl acetate as eluent. The reactants are CN=C(NC#N)SC, CC#N, NCCN. Yields the product CNC(=NC#N)NCCN. RXN SMILES: [C:1](#[N:2])[NH:3][C:4]([S:5][CH3:6])=[N:7][CH3:8].[CH3:13][C:14]#[N:15].[NH2:9][CH2:10][CH2:11][NH2:12]>>[C:1](#[N:2])[N:3]=[C:4]([NH:7][CH3:8])[NH:9][CH2:10][CH2:11][NH2:12]. The reactants are C(C)(=O)NC=1NC(C(=C(N1)N(C(C)=O)C(C)=O)CCCNC1=C(C=C(C(=O)N[C@@H](CCC(=O)OCC)C(=O)OCC)C=C1)OC)=O (diethyl N-[4-(3-(2-acetylamino-4-diacetylamino-1,6-dihydro-6-oxo-5-pyrimidinyl)propylamino)-3-methoxybenzoyl]-(L)-glutamate), Cl (hydrochloric acid). Solvent: [OH-].[Na+] (sodium hydroxide), [OH-].[Na+] (NaOH). Conditions: time 0.5 hour. The product is NC=1NC(C(=C(N1)N)CCCNC1=C(C=C(C(=O)N[C@@H](CCC(=O)O)C(=O)O)C=C1)OC)=O (N-[4-(3-(2,4-Diamino-1,6-dihydro-6-oxo-5-pyrimidinyl)propylamino)-3-methoxybenzoyl]-(L)-glutamic acid). Reported procedure: A solution of diethyl N-[4-(3-(2-acetylamino-4-diacetylamino-1,6-dihydro-6-oxo-5-pyrimidinyl)propylamino)-3-methoxybenzoyl]-(L)-glutamate (1.00 g, 1.55 mmoles) in 1.0N sodium hydroxide (25 mL) was stirred at 55° C. under nitrogen for 18 hours. The reaction mixture was chilled (ice bath) and adjusted to pH 2.5 by the gradual dropwise addition of 6N hydrochloric acid. After stirring cold 0.5 hour, the resulting precipitate was filtered, rinsed with pH 2.1 aqueous hydrochloric acid (2×25 mL), and d... RXN SMILES: C([NH:4][C:5]1[NH:6][C:7](=[O:46])[C:8]([CH2:18][CH2:19][CH2:20][NH:21][C:22]2[CH:43]=[CH:42][C:25]([C:26]([NH:28][C@H:29]([C:37]([O:39]CC)=[O:38])[CH2:30][CH2:31][C:32]([O:34]CC)=[O:33])=[O:27])=[CH:24][C:23]=2[O:44][CH3:45])=[C:9]([N:11](C(=O)C)C(=O)C)[N:10]=1)(=O)C.Cl>[OH-].[Na+]>[NH2:4][C:5]1[NH:6][C:7](=[O:46])[C:8]([CH2:18][CH2:19][CH2:20][NH:21][C:22]2[CH:43]=[CH:42][C:25]([C:26]([NH:28][C@H:29]([C:37]([OH:39])=[O:38])[CH2:30][CH2:31][C:32]([OH:34])=[O:33])=[O:27])=[CH:24][C:23]=2[O:44][CH3:45])=[C:9]([NH2:11])[N:10]=1 |f:2.3|. Reaction SMILES: [CH2:1]([C:3]1[CH:8]=[CH:7][C:6](Br)=[CH:5][CH:4]=1)[CH3:2].C([Li])(C)(C)C.[F:15][C:16]1[CH:26]=[C:25]([C:27]#[C:28][C:29]2[CH:30]=[C:31]3[C:36](=[CH:37][CH:38]=2)[O:35][C:34]([CH3:40])([CH3:39])[CH:33]=[C:32]3OS(C(F)(F)F)(=O)=O)[CH:24]=[CH:23][C:17]=1[C:18]([O:20][CH2:21][CH3:22])=[O:19]>C1COCC1.CCCCC.[Cl-].[Cl-].[Zn+2].C1C=CC([P]([Pd]([P](C2C=CC=CC=2)(C2C=CC=CC=2)C2C=CC=CC=2)([P](C2C=CC=CC=2)(C2C=CC=CC=2)C2C=CC=CC=2)[P](C2C=CC=CC=2)(C2C=CC=CC=2)C2C=CC=CC=2)(C2C=CC=CC=2)C2C=CC=CC=2)=CC=1>[F:15][C:16]1[CH:26]=[C:25]([C:27]#[C:28][C:29]2[CH:30]=[C:31]3[C:36](=[CH:37][CH:38]=2)[O:35][C:34]([CH3:40])([CH3:39])[CH:33]=[C:32]3[C:6]2[CH:7]=[CH:8][C:3]([CH2:1][CH3:2])=[CH:4][CH:5]=2)[CH:24]=[CH:23][C:17]=1[C:18]([O:20][CH2:21][CH3:22])=[O:19] |f:5.6.7,^1:65,67,86,105|. Starting materials: FC1=C(C(=O)OCC)C=CC(=C1)C#CC=1C=C2C(=CC(OC2=CC1)(C)C)OS(=O)(=O)C(F)(F)F (ethyl 2-fluoro-4-(2,2-dimethyl-4-trifluoromethanesulfonyloxy-(2H)-chromen-6-ylethynyl)-benzoate), C(C)C1=CC=C(C=C1)Br (4-ethylbromobenzene), C(C)(C)(C)[Li] (tert-butyllithium), solution, FC1=C(C(=O)OCC)C=CC(=C1)C#CC=1C=C2C(=CC(OC2=CC1)(C)C)OS(=O)(=O)C(F)(F)F (ethyl 2-fluoro-4-(2,2-dimethyl-4-trifluoromethanesulfonyloxy-(2H)-chromen-6-ylethynyl)-benzoate). Isolated yield 5.0%. The reagents and catalysts are C=1C=CC(=CC1)[P](C=2C=CC=CC2)(C=3C=CC=CC3)[Pd]([P](C=4C=CC=CC4)(C=5C=CC=CC5)C=6C=CC=CC6)([P](C=7C=CC=CC7)(C=8C=CC=CC8)C=9C=CC=CC9)[P](C=1C=CC=CC1)(C=1C=CC=CC1)C=1C=CC=CC1 (tetrakis(triphenylphosphine)palladium(0)), [Cl-].[Cl-].[Zn+2] (ZnCl2). The product is FC1=C(C(=O)OCC)C=CC(=C1)C#CC=1C=C2C(=CC(OC2=CC1)(C)C)C1=CC=C(C=C1)CC (Ethyl 2-fluoro-4-[[4-(4-ethylphenyl)-2,2-dimethyl-(2H)-chromen-6-yl]-ethynyl]benzoate), EtOAc hexanes. Procedure details: A solution of 4-ethylbromobenzene (150.0 mg, 0.80 mmol) in 3.0 mL of THF was cooled to -78° C. and tert-butyllithium (102.5 mg, 1.60 mmol, 0.94 ml of a 1.7M solution in pentane) was added to give a yellow solution. After 30 minutes a solution of ZnCl2 (218.0 mg, 1.60 mmol) in 5.0 mL THF was slowly added via cannula. The resulting solution was warmed to room temperature and transferred via cannula to a solution of ethyl 2-fluoro-4-(2,2-dimethyl-4-trifluoromethanesulfonyloxy-(2H)-chromen-6-ylethyn... Solvent: C1CCOC1 (THF), C1CCOC1 (THF), CCCCC (pentane), C1CCOC1 (THF).